From a dataset of the Open Reaction Database (ORD), a public repository of structured organic reaction records. describe an organic reaction: reactants, conditions, products, and yield Reactants: OCC1(CO)[C@@H](OCC2=CC=CC=C2)[C@H](OCC2=CC=CC=C2)[C@H](O1)COCC1=CC=CC=C1 (2,5-anhydro-2-C-(hydroxymethyl)-3,4,6-tris-O-(phenylmethyl)-D-glucitol). Yields the product OCC1(CO)[C@@H](O)[C@H](O)[C@H](O1)CO (2,5-anhydro-2-C-(hydroxymethyl)-D-glucitol). RXN SMILES: [OH:1][CH2:2][C:3]1([O:25][C@H:24]([CH2:26][O:27]CC2C=CC=CC=2)[C@@H:15]([O:16]CC2C=CC=CC=2)[C@@H:6]1[O:7]CC1C=CC=CC=1)[CH2:4][OH:5]>CO.C(O)(=O)C.[Pd]>[OH:1][CH2:2][C:3]1([O:25][C@H:24]([CH2:26][OH:27])[C@@H:15]([OH:16])[C@@H:6]1[OH:7])[CH2:4][OH:5] |f:1.2|. Solvent: CO.C(C)(=O)O (methanol acetic acid). Reagents/catalysts: [Pd] (palladium on carbon). Procedure: In accordance with Flowchart G, 2,5-anhydro-2-C-(hydroxymethyl)-3,4,6-tris-O-(phenylmethyl)-D-glucitol 42 is hydrogenated in methanol/acetic acid over palladium on carbon, giving 2,5-anhydro-2-C-(hydroxymethyl)-D-glucitol 51, which is treated with copper sulfate and sulfuric acid in acetone, then neutralized, giving 2,5-anhydro-2-C-(hydroxymethyl)-21,3-O-(1-methylethylidene)-D-glucitol 52. Compound 52 is reacted with diphenyl phosphorochloridate in pyridine at reduced temperature, giving 2,5-anh... The reactants are organo magnesium, C(C1=CC=CC=C1)=CC(C)=O (benzalacetone), C1CCOC1 (THF), [Cl-].[NH4+] (ammonium chloride). Reagents/catalysts: [Cu]I (CuI). Conditions: time 2 hour. The product is CC(C(CC(C)=O)C1=CC=CC=C1)=C (5-methyl-4-phenyl-5-hexen-2-one). As a reaction SMILES: [CH:1](=[CH:8][C:9](=[O:11])[CH3:10])[C:2]1[CH:7]=[CH:6][CH:5]=[CH:4][CH:3]=1.[Cl-].[NH4+].[CH2:14]1[CH2:18]OC[CH2:15]1>[Cu]I>[CH3:18][C:14](=[CH2:15])[CH:1]([C:2]1[CH:7]=[CH:6][CH:5]=[CH:4][CH:3]=1)[CH2:8][C:9](=[O:11])[CH3:10] |f:1.2|. Reported procedure: The organo magnesium compound is then added to a solution of 10 g (0.068 mole) of benzalacetone and 7% (0.97 g) of CuI in 250 ml of THF. The mixture rapidly assumes a brown colouring. After addition, it is left for a few minutes at reflux and then 12 hours at ambient temperature. Hydrolyzing takes place by the addition of the reaction mixture to crushed ice and ammonium chloride, accompanied by very vigorous stirring. After 2 hours, the mixture assumes a blue lavender shade. Extraction takes pla... Starting materials: CC=1SC=CC1 (2-methyl-thiophene), ClS(=O)(=O)O (chlorosulfonic acid), P(Cl)(Cl)(Cl)(Cl)Cl (phosphorus pentachloride), C(C)(C)(C)N (tert. butylamine), Cl (hydrogen chloride), ice. The solvent is O1CCCC1 (tetrahydrofuran). Yields the product C(C)(C)(C)NS(=O)(=O)C=1SC(=CC1)C (N-tert.-butyl-5-methyl-thiophene-2-sulfonamide). Yield: 78.0%. Reaction SMILES: Cl[S:2]([OH:5])(=O)=[O:3].P(Cl)(Cl)(Cl)(Cl)Cl.Cl.[CH3:13][C:14]1[S:15][CH:16]=[CH:17][CH:18]=1.[C:19]([NH2:23])([CH3:22])([CH3:21])[CH3:20]>O1CCCC1>[C:19]([NH:23][S:2]([C:16]1[S:15][C:14]([CH3:13])=[CH:18][CH:17]=1)(=[O:5])=[O:3])([CH3:22])([CH3:21])[CH3:20]. Procedure: 291 gm (2.5 mol) of chlorosulfonic acid were added in portions to 208 gm (1.0 mol) of phosphorus pentachloride while stirring and cooling. After the evolution of hydrogen chloride had subsided, 98 gm (1.0 mol) of 2-methyl-thiophene were added dropwise while stirring at a temperature of 10° C. When the addition was finished, the mixture was stirred for another 10 minutes. After pouring the reaction mixture over 2.5 kg of ice, the obtained sulfochloride was separated by extracting 5 times with 500... The reactants are BrC1=CN(C=2CC(CC(C12)=O)(C)C)C1=NC=CC=C1 (3-bromo-6,6-dimethyl-1-(pyridin-2-yl)-4,5,6,7-tetrahydroindol-4-one), C1(=CC=CC=C1)B(O)O (phenylboronic acid), C(=O)([O-])[O-].[Na+].[Na+] (Na2CO3). The reagents and catalysts are C=1C=CC(=CC1)[P](C=2C=CC=CC2)(C=3C=CC=CC3)[Pd]([P](C=4C=CC=CC4)(C=5C=CC=CC5)C=6C=CC=CC6)([P](C=7C=CC=CC7)(C=8C=CC=CC8)C=9C=CC=CC9)[P](C=1C=CC=CC1)(C=1C=CC=CC1)C=1C=CC=CC1 (tetrakis(triphenylphosphine)palladium). Solvent: COCCOC (ethylene glycol dimethyl ether), O (water). The product is CC1(CC(C=2C(=CN(C2C1)C1=NC=CC=C1)C1=CC=CC=C1)=O)C (6,6-Dimethyl-3-phenyl-1-(pyridin-2-yl)-4,5,6,7-tetrahydroindol-4-one). The yield is 61.2%. As a reaction SMILES: Br[C:2]1[C:10]2[C:9](=[O:11])[CH2:8][C:7]([CH3:13])([CH3:12])[CH2:6][C:5]=2[N:4]([C:14]2[CH:19]=[CH:18][CH:17]=[CH:16][N:15]=2)[CH:3]=1.[C:20]1(B(O)O)[CH:25]=[CH:24][CH:23]=[CH:22][CH:21]=1.C([O-])([O-])=O.[Na+].[Na+]>COCCOC.O.C1C=CC([P]([Pd]([P](C2C=CC=CC=2)(C2C=CC=CC=2)C2C=CC=CC=2)([P](C2C=CC=CC=2)(C2C=CC=CC=2)C2C=CC=CC=2)[P](C2C=CC=CC=2)(C2C=CC=CC=2)C2C=CC=CC=2)(C2C=CC=CC=2)C2C=CC=CC=2)=CC=1>[CH3:12][C:7]1([CH3:13])[CH2:6][C:5]2[N:4]([C:14]3[CH:19]=[CH:18][CH:17]=[CH:16][N:15]=3)[CH:3]=[C:2]([C:20]3[CH:25]=[CH:24][CH:23]=[CH:22][CH:21]=3)[C:10]=2[C:9](=[O:11])[CH2:8]1 |f:2.3.4,^1:45,47,66,85|. Reported procedure: A solution of 3-bromo-6,6-dimethyl-1-(pyridin-2-yl)-4,5,6,7-tetrahydroindol-4-one (100 mg, 0.31 mmol), phenylboronic acid (153 mg, 1.25 mmol), tetrakis(triphenylphosphine)palladium (50 mg, 0.04 mmol) and Na2CO3 (197 mg, 1.9 mmol) in ethylene glycol dimethyl ether (10 mL) and water (4 mL) was heated at reflux for 8 h. The solvent was evaporated and the residue partitioned between DCM and aqueous K2CO3 (10% (w/v)). The organic layer was separated and the aqueous phase re-extracted with DCM (2×). T... The reactants are [H-].[Na+] (sodium hydride), 32432S, ( 1 ), BrCCCN1C(C=2C(C1=O)=CC=CC2)=O (N-(3-bromopropyl)phthalimide), CN(C=O)C (N,N-dimethylformamide), OC=1C=C(C(=O)N2CCCCC2)C=CC1 (1-(3-hydroxybenzoyl)piperidine), CN(C=O)C (N,N-dimethylformamide). The solvent is O (water). Run at time 5 minute. The product is O=C1N(C(C2=CC=CC=C12)=O)CCCOC=1C=C(C(=O)N2CCCCC2)C=CC1 (1-[3-[3-(1,3-dihydro-1,3-dioxo-2H-isoindol-2-yl)propoxy]benzoyl]piperidine). RXN SMILES: [H-].[Na+].CN(C)C=O.[OH:8][C:9]1[CH:10]=[C:11]([CH:20]=[CH:21][CH:22]=1)[C:12]([N:14]1[CH2:19][CH2:18][CH2:17][CH2:16][CH2:15]1)=[O:13].Br[CH2:24][CH2:25][CH2:26][N:27]1[C:31](=[O:32])[C:30]2=[CH:33][CH:34]=[CH:35][CH:36]=[C:29]2[C:28]1=[O:37]>O>[O:37]=[C:28]1[C:29]2[C:30](=[CH:33][CH:34]=[CH:35][CH:36]=2)[C:31](=[O:32])[N:27]1[CH2:26][CH2:25][CH2:24][O:8][C:9]1[CH:10]=[C:11]([CH:20]=[CH:21][CH:22]=1)[C:12]([N:14]1[CH2:19][CH2:18][CH2:17][CH2:16][CH2:15]1)=[O:13] |f:0.1|. Procedure details: To a suspension of 0.09 g. (0.0024 mole) of 60% sodium hydride in 10 ml. of dry N,N-dimethylformamide is added dropwise over 5 minutes a solution of 0.5 g. (0.0024 mole) of 1-(3-hydroxybenzoyl)piperidine, prepared according to the method of G. Tilly, Chem. Ther. 2 (1), 57-65 (1967); C. A. 67 32432S, in 10 ml. of dry N,N-dimethylformamide. The mixture is stirred at room temperature for 5 minutes and then 0.64 g. (0.0024 mole) of N-(3-bromopropyl)phthalimide is added. The mixture is stirred at roo... Starting materials: COC1=NC(=NC=C1Br)N, C1=CC(=C(C=C1C(F)(F)F)I)F. The reagents and catalysts are C(=O)([O-])[O-].[Cs+].[Cs+], C1=COC(=C1)P(C2=CC=CO2)C3=CC=CO3, CC(=O)O.CC(=O)O.[Pd]. The solvent is CC1=CC=CC=C1. Reaction conditions: temperature 90 celsius. The product is COC1=NC(=NC=C1Br)NC2=C(C=CC(=C2)C(F)(F)F)F. Yield: 0.0%. Procedure details: To a microwave vial was added a mixture of 5-bromo-4-methoxypyrimidin-2-amine (0.513 g, 2.51 mmol), diacetoxypalladium (0.055 g, 0.245 mmol), tri(furan-2-yl)phosphine (0.126 g, 0.54 mmol), 1-fluoro-2-iodo-4-(trifluoromethyl)benzene (0.98 g, 3.38 mmol) and toluene (17 mL) under inert atmosphere.  The reaction mixture was sealed and heated at 90 °C under 15h.  The LCMS indicated no reaction ???  The sample discarded. The solvent is C1CCCCC1 (cyclohexane), CO (methanol), C1CCCCC1 (cyclohexane), O (water), O (water). Product: C(=O)(OC)C1C2CC[C@@H](CC1=O)N2C ((1RS,2RS)-2-Carbomethoxy-3-tropanone). Starting materials: [C@H]12CC(C[C@H](CC1)N2C)=O ((+)-3-tropanone), [H][H] (hydrogen), [H-].[Na+] (sodium hydride), COC(OC)=O (dimethylcarbonate), [Cl-].[NH4+] (ammonium chloride). Reported procedure: To a suspension of sodium hydride (3.2 g 80%, 107 mmol, prewashed in cyclohexane) and dimethylcarbonate (9.13 ml, 108 mmol) in absolute cyclohexane heated to reflux temperature, a solution of (+)-3-tropanone (6.9 g, 50 mmol) in 50 ml absolute cyclohexane was added over 15 minutes. No hydrogen evolution was apparent so 0.2 ml methanol was added. The reaction mixture was stirred over night at reflux temperature and after cooling to ambient temperature 75 ml water was carefully added. To the water ... RXN SMILES: [H-].[Na+].CO[C:5](=[O:8])[O:6][CH3:7].[C@@H:9]12[N:16]([CH3:17])[C@@H:13]([CH2:14][CH2:15]1)[CH2:12][C:11](=[O:18])[CH2:10]2.[H][H].[Cl-].[NH4+]>C1CCCCC1.O.CO>[C:5]([CH:12]1[C:11](=[O:18])[CH2:10][C@H:9]2[N:16]([CH3:17])[CH:13]1[CH2:14][CH2:15]2)([O:6][CH3:7])=[O:8] |f:0.1,5.6|.